The task is: describe an organic reaction: reactants, conditions, products, and yield. This data is from the Open Reaction Database (ORD), a public repository of structured organic reaction records. Reaction SMILES: [B:1]([OH:2])([OH:3])[OH:4].[CH3:32][c:33]1[cH:34][cH:35][cH:36][cH:37][cH:38]1.[CH3:5][O:6][c:7]1[cH:8][c:9]([C:15]([CH:16]([C:17]([O:18][CH3:19])=[O:20])[c:21]2[cH:22][cH:23][c:24]([O:27][CH:28]([CH3:29])[CH3:30])[cH:25][cH:26]2)=[O:31])[cH:10][c:11]([O:13][CH3:14])[cH:12]1.[OH2:39]>>[CH3:5][O:6][c:7]1[cH:8][c:9]([C:15]([CH2:16][c:21]2[cH:22][cH:23][c:24]([O:27][CH:28]([CH3:29])[CH3:30])[cH:25][cH:26]2)=[O:31])[cH:10][c:11]([O:13][CH3:14])[cH:12]1. The product is COc1cc(OC)cc(C(=O)Cc2ccc(OC(C)C)cc2)c1. Reactants: OB(O)O, Cc1ccccc1, COC(=O)C(C(=O)c1cc(OC)cc(OC)c1)c1ccc(OC(C)C)cc1, O. Starting materials: CON(C(=O)C=1C(=NC(=NC1)SCC)N)C (4-amino-2-ethylsulfanyl-pyrimidine-5-carboxylic acid methoxy-methyl-amide), BrC1=C(C=C(C=C1)C(F)(F)F)OC (1-bromo-2-methoxy-4-trifluoromethyl-benzene). The product is NC1=NC(=NC=C1C(=O)C1=C(C=C(C=C1)C(F)(F)F)OC)SC ((4-Amino-2-methylsulfanyl-pyrimidin-5-yl)-(2-methoxy-4-trifluoromethyl-phenyl)-methanone). Reaction SMILES: CON(C)[C:4]([C:6]1[C:7]([NH2:15])=[N:8][C:9]([S:12][CH2:13]C)=[N:10][CH:11]=1)=[O:5].Br[C:18]1[CH:23]=[CH:22][C:21]([C:24]([F:27])([F:26])[F:25])=[CH:20][C:19]=1[O:28][CH3:29]>>[NH2:15][C:7]1[C:6]([C:4]([C:18]2[CH:23]=[CH:22][C:21]([C:24]([F:27])([F:26])[F:25])=[CH:20][C:19]=2[O:28][CH3:29])=[O:5])=[CH:11][N:10]=[C:9]([S:12][CH3:13])[N:8]=1. Procedure details: The compound was prepared from 4-amino-2-ethylsulfanyl-pyrimidine-5-carboxylic acid methoxy-methyl-amide, Example 1, and 1-bromo-2-methoxy-4-trifluoromethyl-benzene (prepared from 3-(trifluoromethyl)-anisole, Aldrich) in an analogous manner as described in Example 169. The reactants are CCNCC, CC(C)(C)C(=O)C(C(Cl)C(Cl)(Cl)Cl)n1cncn1, C1CCOC1. Yields the product CCN(CC)C(C(C(=O)C(C)(C)C)n1cncn1)C(Cl)(Cl)Cl. As a reaction SMILES: [CH2:1]([CH3:2])[NH:3][CH2:4][CH3:5].[Cl:6][C:7]([CH:8]([CH:9]([C:10]([C:11]([CH3:12])([CH3:13])[CH3:14])=[O:15])[n:16]1[n:17][cH:18][n:19][cH:20]1)[Cl:21])([Cl:22])[Cl:23].[O:24]1[CH2:25][CH2:26][CH2:27][CH2:28]1>>[CH2:1]([CH3:2])[N:3]([CH2:4][CH3:5])[CH:8]([C:7]([Cl:6])([Cl:22])[Cl:23])[CH:9]([C:10]([C:11]([CH3:12])([CH3:13])[CH3:14])=[O:15])[n:16]1[n:17][cH:18][n:19][cH:20]1. Reactants: O=C([O-])[O-], CC(C)(C)c1ccc(O)c(C(C)(C)C)c1, CS(C)=O, [K+], [K+], COC(=O)C(C)OS(=O)(=O)c1ccccc1. The product is COC(=O)C(C)Oc1ccc(C(C)(C)C)cc1C(C)(C)C. RXN SMILES: [C:1](=[O:2])([O-:3])[O-:4].[C:7]([CH3:8])([CH3:9])([CH3:10])[c:11]1[c:12]([OH:21])[cH:13][cH:14][c:15]([C:17]([CH3:18])([CH3:19])[CH3:20])[cH:16]1.[CH3:38][S:39](=[O:40])[CH3:41].[K+:5].[K+:6].[c:22]1([S:23]([O:24][CH:32]([C:33](=[O:34])[O:35][CH3:36])[CH3:37])(=[O:25])=[O:26])[cH:27][cH:28][cH:29][cH:30][cH:31]1>>[C:7]([CH3:8])([CH3:9])([CH3:10])[c:11]1[c:12]([O:21][CH:32]([C:33](=[O:34])[O:35][CH3:36])[CH3:37])[cH:13][cH:14][c:15]([C:17]([CH3:18])([CH3:19])[CH3:20])[cH:16]1. Starting materials: O=C(O)CCNC(=O)OCc1ccccc1, CCOC(=O)CCOCC(N)(COCCC(=O)OCC)COCCC(=O)OCC, CCN=C=NCCCN(C)C, ClCCl, On1nnc2ccccc21. Product: CCOC(=O)CCOCC(COCCC(=O)OCC)(COCCC(=O)OCC)NC(=O)CCNC(=O)OCc1ccccc1. As a reaction SMILES: [C:30](=[O:31])([O:32][CH2:33][c:34]1[cH:35][cH:36][cH:37][cH:38][cH:39]1)[NH:40][CH2:41][CH2:42][C:43](=[O:44])[OH:45].[CH2:1]([CH3:2])[O:3][C:4]([CH2:5][CH2:6][O:7][CH2:8][C:9]([CH2:10][O:11][CH2:12][CH2:13][C:14](=[O:15])[O:16][CH2:17][CH3:18])([CH2:19][O:20][CH2:21][CH2:22][C:23](=[O:24])[O:25][CH2:26][CH3:27])[NH2:28])=[O:29].[CH2:56]([N:57]=[C:58]=[N:59][CH2:60][CH2:61][CH2:62][N:63]([CH3:64])[CH3:65])[CH3:66].[Cl:67][CH2:68][Cl:69].[OH:46][n:47]1[c:48]2[c:49]([cH:50][cH:51][cH:52][cH:53]2)[n:54][n:55]1>>[CH2:1]([CH3:2])[O:3][C:4]([CH2:5][CH2:6][O:7][CH2:8][C:9]([CH2:10][O:11][CH2:12][CH2:13][C:14](=[O:15])[O:16][CH2:17][CH3:18])([CH2:19][O:20][CH2:21][CH2:22][C:23](=[O:24])[O:25][CH2:26][CH3:27])[NH:28][C:43]([CH2:42][CH2:41][NH:40][C:30](=[O:31])[O:32][CH2:33][c:34]1[cH:35][cH:36][cH:37][cH:38][cH:39]1)=[O:44])=[O:29]. The product is CC(N)CC1(c2ccc(Cl)cc2)CCC1. The reactants are O=CO, NC=O, CC(=O)CC1(c2ccc(Cl)cc2)CCC1, Cl, O. As a reaction SMILES: [CH:16]([OH:17])=[O:18].[CH:19](=[O:20])[NH2:21].[Cl:1][c:2]1[cH:3][cH:4][c:5]([C:8]2([CH2:12][C:13]([CH3:14])=[O:15])[CH2:9][CH2:10][CH2:11]2)[cH:6][cH:7]1.[ClH:22].[OH2:23]>>[Cl:1][c:2]1[cH:3][cH:4][c:5]([C:8]2([CH2:12][CH:13]([CH3:14])[NH2:21])[CH2:9][CH2:10][CH2:11]2)[cH:6][cH:7]1.